This data is from the Open Reaction Database (ORD), a public repository of structured organic reaction records. The task is: describe an organic reaction: reactants, conditions, products, and yield Reactants: O=CC1Cc2ccccc2C1, CS(C)=O, C[S+](C)(C)=O, [H-], [I-], [Na+]. The product is c1ccc2c(c1)CC(C1CO1)C2. Reaction SMILES: [CH2:9]1[CH:10]([CH:18]=[O:19])[CH2:11][c:12]2[cH:13][cH:14][cH:15][cH:16][c:17]21.[CH3:20][S:21]([CH3:22])=[O:23].[CH3:4][S+:5]([CH3:6])([CH3:7])=[O:8].[H-:2].[I-:3].[Na+:1]>>[CH2:4]1[CH:18]([CH:10]2[CH2:9][c:17]3[c:12]([cH:13][cH:14][cH:15][cH:16]3)[CH2:11]2)[O:19]1. The reactants are O=C([O-])[O-], CCOC(=O)Cc1cc(Cl)ccc1O, CCC(C)=O, CCOC(C)=O, CC1CN(C(=O)CCl)C(C)CN1Cc1ccc(F)cc1, [I-], [K+], [K+], [K+]. Product: CCOC(=O)Cc1cc(Cl)ccc1OCC(=O)N1CC(C)N(Cc2ccc(F)cc2)CC1C. RXN SMILES: [C:35](=[O:36])([O-:37])[O-:38].[CH2:21]([CH3:22])[O:23][C:24]([CH2:25][c:26]1[c:27]([OH:33])[cH:28][cH:29][c:30]([Cl:32])[cH:31]1)=[O:34].[CH3:43][C:44](=[O:45])[CH2:46][CH3:47].[CH3:48][CH2:49][O:50][C:51](=[O:52])[CH3:53].[Cl:1][CH2:2][C:3](=[O:4])[N:5]1[CH:6]([CH3:20])[CH2:7][N:8]([CH2:12][c:13]2[cH:14][cH:15][c:16]([F:19])[cH:17][cH:18]2)[CH:9]([CH3:11])[CH2:10]1.[I-:42].[K+:39].[K+:40].[K+:41]>>[CH2:2]([C:3](=[O:4])[N:5]1[CH:6]([CH3:20])[CH2:7][N:8]([CH2:12][c:13]2[cH:14][cH:15][c:16]([F:19])[cH:17][cH:18]2)[CH:9]([CH3:11])[CH2:10]1)[O:33][c:27]1[c:26]([CH2:25][C:24]([O:23][CH2:21][CH3:22])=[O:34])[cH:31][c:30]([Cl:32])[cH:29][cH:28]1. Starting materials: FC1=CC(=C(CNC(=O)C=2C(N(C3=CC=CN=C3C2O)CCNC)=O)C=C1)S(=O)(=O)C (N-[4-fluoro-2-(methylsulfonyl)benzyl]-4-hydroxy-1-[2-(methylamino)ethyl]-2-oxo-1,2-dihydro-1,5-naphthyridine-3-carboxamide), CN(S(=O)(=O)Cl)C (dimethylsulfamoyl chloride), CCN(C(C)C)C(C)C (Hunig's base), CN(S(=O)(=O)Cl)C (dimethylsulfamoyl chloride). Yields the product CN(S(=O)(=O)N(CCN1C(C(=C(C2=NC=CC=C12)O)C(=O)NCC1=C(C=C(C=C1)F)S(=O)(=O)C)=O)C)C (1-{2-[[(dimethylamino)sulfonyl](methyl)amino]ethyl}-N-[4-fluoro-2-(methylsulfonyl)benzyl]-4-hydroxy-2-oxo-1,2-dihydro-1,5-naphthyridine-3-carboxamide). Reaction SMILES: [F:1][C:2]1[CH:27]=[CH:26][C:5]([CH2:6][NH:7][C:8]([C:10]2[C:11](=[O:25])[N:12]([CH2:21][CH2:22][NH:23][CH3:24])[C:13]3[C:18]([C:19]=2[OH:20])=[N:17][CH:16]=[CH:15][CH:14]=3)=[O:9])=[C:4]([S:28]([CH3:31])(=[O:30])=[O:29])[CH:3]=1.[CH3:32][N:33]([CH3:38])[S:34](Cl)(=[O:36])=[O:35].CCN(C(C)C)C(C)C>>[CH3:32][N:33]([CH3:38])[S:34]([N:23]([CH3:24])[CH2:22][CH2:21][N:12]1[C:13]2[C:18](=[N:17][CH:16]=[CH:15][CH:14]=2)[C:19]([OH:20])=[C:10]([C:8]([NH:7][CH2:6][C:5]2[CH:26]=[CH:27][C:2]([F:1])=[CH:3][C:4]=2[S:28]([CH3:31])(=[O:30])=[O:29])=[O:9])[C:11]1=[O:25])(=[O:36])=[O:35]. Reported procedure: A solution of N-[4-fluoro-2-(methylsulfonyl)benzyl]-4-hydroxy-1-[2-(methylamino)ethyl]-2-oxo-1,2-dihydro-1,5-naphthyridine-3-carboxamide (0.07 g, 0.16 mmol) in DM (3 mL) was treated with dimethylsulfamoyl chloride (0.44 g, 0.31 mmol) and Hunig's base (0.11 mL, 0.62 mmol) and stirred at room temperature for several hours. Additional dimethylsulfamoyl chloride was added after an hour. The reaction was injected directly onto a reverse phase HPLC column and the compound collected after eluting with ... As a reaction SMILES: C1(C([NH:20][CH:21]2[C:41](=[O:42])[N:23]3[CH:24]([C:29]4[N:33]([CH2:34][C:35]5[O:39][C:38]([CH3:40])=[CH:37][CH:36]=5)[N:32]=[N:31][N:30]=4)[C:25]([CH3:28])([CH3:27])[S:26][C@H:22]23)(C2C=CC=CC=2)C2C=CC=CC=2)C=CC=CC=1.O.C1(C)C=CC(S(O)(=O)=O)=CC=1>CC(C)=O>[NH2:20][CH:21]1[C:41](=[O:42])[N:23]2[CH:24]([C:29]3[N:33]([CH2:34][C:35]4[O:39][C:38]([CH3:40])=[CH:37][CH:36]=4)[N:32]=[N:31][N:30]=3)[C:25]([CH3:28])([CH3:27])[S:26][C@H:22]12 |f:1.2|. Procedure: To a stirred solution of 1.827 g. of 6-(triphenylmethylamino)-2,2-dimethyl-3-(1-[5-methylfurfuryl]tetrazol-5-yl)penam in 3 ml. of acetone is added a solution of 0.59 g. of p-toluenesulfonic acid monohydrate in 2 ml. of acetone. The mixture is stirred at ambient temperature for 30 minutes, and then the precipitate which has formed is filtered off. This affords 0.87 g. (54% yield) of the title compound as its p-toluenesulfonate salt. The NMR spectrum of the product (CDCl3) shows absorptions at 7.2... Starting materials: C1(=CC=CC=C1)C(C1=CC=CC=C1)(C1=CC=CC=C1)NC1[C@@H]2N(C(C(S2)(C)C)C2=NN=NN2CC2=CC=C(O2)C)C1=O (6-(triphenylmethylamino)-2,2-dimethyl-3-(1-[5-methylfurfuryl]tetrazol-5-yl)penam), O.C1(=CC=C(C=C1)S(=O)(=O)O)C (p-toluenesulfonic acid monohydrate). Solvent: CC(=O)C (acetone), CC(=O)C (acetone). The yield is 54.0%. Product: NC1[C@@H]2N(C(C(S2)(C)C)C2=NN=NN2CC2=CC=C(O2)C)C1=O (6-Amino-2,2-dimethyl-3-(1-[5-methylfurfuryl]tetrazol-5-yl)penam). Reaction conditions: time 30 minute.